This data is from the Open Reaction Database (ORD), a public repository of structured organic reaction records. The task is: describe an organic reaction: reactants, conditions, products, and yield Reactants: CS(C)=O, N#C[Cu], CC(C)(C)ON=O, Nc1cc(C(F)(F)F)c2c(c1)[nH]c(=O)n2-c1ccc(Cl)cc1Cl. Yields the product N#Cc1cc(C(F)(F)F)c2c(c1)[nH]c(=O)n2-c1ccc(Cl)cc1Cl. Reaction SMILES: [CH3:34][S:35](=[O:36])[CH3:37].[Cu:24][C:25]#[N:26].[N:27]([O:28][C:29]([CH3:30])([CH3:31])[CH3:32])=[O:33].[NH2:1][c:2]1[cH:3][c:4]2[c:5]([n:6](-[c:10]3[c:11]([Cl:17])[cH:12][c:13]([Cl:16])[cH:14][cH:15]3)[c:7](=[O:9])[nH:8]2)[c:18]([C:20]([F:21])([F:22])[F:23])[cH:19]1>>[c:2]1([C:25]#[N:26])[cH:3][c:4]2[c:5]([n:6](-[c:10]3[c:11]([Cl:17])[cH:12][c:13]([Cl:16])[cH:14][cH:15]3)[c:7](=[O:9])[nH:8]2)[c:18]([C:20]([F:21])([F:22])[F:23])[cH:19]1. Reactants: CC(C)(C)[Si](OC1CC2CN(c3ccc(OC(F)(F)F)cc3)C(=O)N2C1)(c1ccccc1)c1ccccc1, CCCC[N+](CCCC)(CCCC)CCCC, C1CCOC1, [F-], O. Product: O=C1N(c2ccc(OC(F)(F)F)cc2)CC2CC(O)CN12. Reaction SMILES: [C:19]([Si:20]([c:21]1[cH:22][cH:23][cH:45][cH:46][cH:47]1)([O:24][CH:25]1[CH2:26][CH:27]2[N:28]([C:29](=[O:43])[N:30]([c:32]3[cH:33][cH:34][c:35]([O:38][C:39]([F:40])([F:41])[F:42])[cH:36][cH:37]3)[CH2:31]2)[CH2:44]1)[c:48]1[cH:49][cH:50][cH:51][cH:52][cH:53]1)([CH3:54])([CH3:55])[CH3:56].[CH2:2]([N+:3]([CH2:4][CH2:5][CH2:6][CH3:7])([CH2:8][CH2:9][CH2:10][CH3:11])[CH2:12][CH2:13][CH2:14][CH3:15])[CH2:16][CH2:17][CH3:18].[CH2:58]1[O:59][CH2:60][CH2:61][CH2:62]1.[F-:1].[OH2:57]>>[OH:24][CH:25]1[CH2:26][CH:27]2[N:28]([C:29](=[O:43])[N:30]([c:32]3[cH:33][cH:34][c:35]([O:38][C:39]([F:40])([F:41])[F:42])[cH:36][cH:37]3)[CH2:31]2)[CH2:44]1. RXN SMILES: [CH2:26]1[O:27][CH2:28][CH2:29][CH2:30]1.[CH3:1][c:2]1[n:3][c:4]([NH:16][C:17]([CH3:18])=[O:19])[s:5][c:6]1-[c:7]1[cH:8][cH:9][c:10]([N+:13]([O-:14])=[O:15])[cH:11][cH:12]1.[CH3:20][CH2:21][O:22][C:23](=[O:24])[CH3:25]>>[CH3:1][c:2]1[n:3][c:4]([NH:16][C:17]([CH3:18])=[O:19])[s:5][c:6]1-[c:7]1[cH:8][cH:9][c:10]([NH2:13])[cH:11][cH:12]1. The product is CC(=O)Nc1nc(C)c(-c2ccc(N)cc2)s1. Starting materials: C1CCOC1, CC(=O)Nc1nc(C)c(-c2ccc([N+](=O)[O-])cc2)s1, CCOC(C)=O. Isolated yield 72.0%. Procedure details: 500 parts of methanol are added in the course of 2 minutes at 25° C. to a mixture of 400 parts of N-chloromethyl-N-methylsulfamic acid chloride and 1,000 parts of cyclohexane. 227 parts of triethylamine are then added in the course of 30 minutes at from 0 to 7° C. The reaction mixture is then stirred for one hour at 40° C., after which it is concentrated under reduced pressure. The hydrochloride which has precipitated is filtered off and the filtrate is distilled, giving 282 parts (72% of theory... Solvent: C(C)N(CC)CC (triethylamine). Reaction conditions: temperature 40 celsius, time 1 hour. Product: 282, COCN(S(=O)(=O)Cl)C (N-methoxymethyl-N-methylsulfamic acid chloride). Reaction SMILES: [CH3:1][OH:2].Cl[CH2:4][N:5]([CH3:10])[S:6]([Cl:9])(=[O:8])=[O:7].C1CCCCC1>C(N(CC)CC)C>[CH3:1][O:2][CH2:4][N:5]([CH3:10])[S:6]([Cl:9])(=[O:8])=[O:7]. The reactants are CO (methanol), 400, ClCN(S(=O)(=O)Cl)C (N-chloromethyl-N-methylsulfamic acid chloride), C1CCCCC1 (cyclohexane).